Dataset: the Open Reaction Database (ORD), a public repository of structured organic reaction records. Task: describe an organic reaction: reactants, conditions, products, and yield Starting materials: NN (hydrazine), ClC=1N=C(C(=NC1Cl)N)[N+](=O)[O-] (5,6-dichloro-3-nitropyrazinamine). Reaction conditions: time 1 hour. The yield is 88.0%. Procedure details: To 300 ml of ethanol was added 7.4 g (0.22 mole) of a 95% hydrazine solution. This solution was cooled to 10° and with stirring 20.9 g (0.1 mole) of 5,6-dichloro-3-nitropyrazinamine (l) was added portionwise. A dark precipitate formed immediately and the suspension was stirred for 1 hour at room temperature. The mixture was filtered and the resulting solid washed with ethanol, water, ethyl acetate, ethanol and air dried to afford 18.0 g (88%) of the desired hydrazine as a brown solid, m.p. 220°;... Reaction SMILES: [NH2:1][NH2:2].[Cl:3][C:4]1[N:5]=[C:6]([N+:12]([O-:14])=[O:13])[C:7]([NH2:11])=[N:8][C:9]=1Cl>C(O)C>[Cl:3][C:4]1[N:5]=[C:6]([N+:12]([O-:14])=[O:13])[C:7]([NH2:11])=[N:8][C:9]=1[NH:1][NH2:2]. The solvent is C(C)O (ethanol). The product is ClC=1N=C(C(=NC1NN)N)[N+](=O)[O-] (5-Chloro-6-hydrazino-3-nitropyrazineamine). Starting materials: C(O)([O-])=O.[Na+] (sodium hydrogen carbonate), COC=1C=C2C(=CC=NC2=CC1OC)OC1=CC=C(C=C1)N (6,7-Dimethoxy-4-(4-aminophenoxy)quinoline), N1=CC(=CC=C1)CN (3-Pyridylmethylamine), ClC(Cl)(OC(OC(Cl)(Cl)Cl)=O)Cl (triphosgene). Solvent: C1(=CC=CC=C1)C (toluene), C(C)N(CC)CC (triethylamine). Yields the product COC=1C=C2C(=CC=NC2=CC1OC)OC1=CC=C(C=C1)NC(=O)NCC=1C=NC=CC1 (N-(4-[(6,7-Dimethoxy-4-quinolyl)oxy]phenyl)-N'-(3-pyridylmethyl) urea). Isolated yield 93.0%. RXN SMILES: [CH3:1][O:2][C:3]1[CH:4]=[C:5]2[C:10](=[CH:11][C:12]=1[O:13][CH3:14])[N:9]=[CH:8][CH:7]=[C:6]2[O:15][C:16]1[CH:21]=[CH:20][C:19]([NH2:22])=[CH:18][CH:17]=1.ClC(Cl)(O[C:27](=[O:33])OC(Cl)(Cl)Cl)Cl.[N:35]1[CH:40]=[CH:39][CH:38]=[C:37]([CH2:41][NH2:42])[CH:36]=1.C(=O)([O-])O.[Na+]>C1(C)C=CC=CC=1.C(N(CC)CC)C>[CH3:1][O:2][C:3]1[CH:4]=[C:5]2[C:10](=[CH:11][C:12]=1[O:13][CH3:14])[N:9]=[CH:8][CH:7]=[C:6]2[O:15][C:16]1[CH:17]=[CH:18][C:19]([NH:22][C:27]([NH:42][CH2:41][C:37]2[CH:36]=[N:35][CH:40]=[CH:39][CH:38]=2)=[O:33])=[CH:20][CH:21]=1 |f:3.4|. Procedure: 6,7-Dimethoxy-4-(4-aminophenoxy)quinoline (52 mg) was dissolved in toluene (5 ml) with heat, after the addition of triethylamine (1 ml), triphosgene (56 mg) was added, and the admixture was refluxed with heat for 2 minutes. 3-Pyridylmethylamine (0.05 ml) was added to the reaction mixture, and the admixture was refluxed with heat for 12 minutes After the addition of aqueous sodium hydrogen carbonate, the reaction mixture was extracted 2 times with ethyl acetate, and the organic layer was then was... The reactants are C(C)OC1=CC=C(C=O)C=C1 (4-ethoxybenzaldehyde), C(C1=CC=CC=C1)[C@@H]1N(C(OC1)=O)C(COC(C)C)=O ((4S)-4-benzyl-3-(2-isopropoxyacetyl)-1,3-oxazolidin-2-one). Yields the product C(C)OC1=CC=C(C=C1)[C@H]([C@@H](C(=O)N1C(OC[C@@H]1CC1=CC=CC=C1)=O)OC(C)C)O ((4S)-3-[(3R,2S)-3-(4-ethoxyphenyl)-3-hydroxy-2-isopropoxypropanoyl]-4-benzyl-1,3-oxazolan-2-one). The yield is 105.4%. RXN SMILES: [CH2:1]([O:3][C:4]1[CH:11]=[CH:10][C:7]([CH:8]=[O:9])=[CH:6][CH:5]=1)[CH3:2].[CH2:12]([C@H:19]1[CH2:23][O:22][C:21](=[O:24])[N:20]1[C:25](=[O:31])[CH2:26][O:27][CH:28]([CH3:30])[CH3:29])[C:13]1[CH:18]=[CH:17][CH:16]=[CH:15][CH:14]=1>>[CH2:1]([O:3][C:4]1[CH:11]=[CH:10][C:7]([C@@H:8]([OH:9])[C@H:26]([O:27][CH:28]([CH3:30])[CH3:29])[C:25]([N:20]2[C@@H:19]([CH2:12][C:13]3[CH:14]=[CH:15][CH:16]=[CH:17][CH:18]=3)[CH2:23][O:22][C:21]2=[O:24])=[O:31])=[CH:6][CH:5]=1)[CH3:2]. Procedure: Under the similar conditions to those described in Production example 332a), 2.4 g of 4-ethoxybenzaldehyde and 5.6 g of (4S)-4-benzyl-3-(2-isopropoxyacetyl)-1,3-oxazolidin-2-one were reacted, to give 7.2 g of (4S)-3-[(3R,2S)-3-(4-ethoxyphenyl)-3-hydroxy-2-isopropoxypropanoyl]-4-benzyl-1,3-oxazolan-2-one as a colorless solid. The reactants are O=C(NC(Cc1c[nH]c2ccc(O)cc12)C(=O)O)OCc1ccccc1, CC(C)=O, C(=NC1CCCCC1)=NC1CCCCC1, ClC(Cl)Cl, CC(C)(C)OC(=O)CCCN. The product is CC(C)(C)OC(=O)C(CCN)C(=O)C(Cc1c[nH]c2ccc(O)cc12)NC(=O)OCc1ccccc1. Reaction SMILES: [CH2:1]([c:2]1[cH:3][cH:4][cH:5][cH:6][cH:7]1)[O:8][C:9](=[O:10])[NH:11][CH:12]([CH2:13][c:14]1[cH:15][nH:16][c:17]2[cH:18][cH:19][c:20]([OH:23])[cH:21][c:22]12)[C:24](=[O:25])[OH:26].[CH3:53][C:54](=[O:55])[CH3:56].[CH:38]1([N:39]=[C:40]=[N:41][CH:42]2[CH2:43][CH2:44][CH2:45][CH2:46][CH2:47]2)[CH2:48][CH2:49][CH2:50][CH2:51][CH2:52]1.[CH:57]([Cl:58])([Cl:59])[Cl:60].[NH2:27][CH2:28][CH2:29][CH2:30][C:31](=[O:32])[O:33][C:34]([CH3:35])([CH3:36])[CH3:37]>>[CH2:1]([c:2]1[cH:3][cH:4][cH:5][cH:6][cH:7]1)[O:8][C:9](=[O:10])[NH:11][CH:12]([CH2:13][c:14]1[cH:15][nH:16][c:17]2[cH:18][cH:19][c:20]([OH:23])[cH:21][c:22]12)[C:24](=[O:26])[CH:30]([CH2:29][CH2:28][NH2:27])[C:31](=[O:32])[O:33][C:34]([CH3:35])([CH3:36])[CH3:37]. The reactants are CCC(=O)N1C(=O)OCC1Cc1ccccc1, O=Cc1ccc(Cl)cc1. Yields the product CC(C(=O)N1C(=O)OCC1Cc1ccccc1)C(O)c1ccc(Cl)cc1. RXN SMILES: [CH2:1]([c:2]1[cH:3][cH:4][cH:5][cH:6][cH:7]1)[CH:8]1[N:9]([C:14]([CH2:15][CH3:16])=[O:17])[C:10](=[O:13])[O:11][CH2:12]1.[Cl:18][c:19]1[cH:20][cH:21][c:22]([CH:23]=[O:24])[cH:25][cH:26]1>>[CH2:1]([c:2]1[cH:3][cH:4][cH:5][cH:6][cH:7]1)[CH:8]1[N:9]([C:14]([CH:15]([CH3:16])[CH:23]([c:22]2[cH:21][cH:20][c:19]([Cl:18])[cH:26][cH:25]2)[OH:24])=[O:17])[C:10](=[O:13])[O:11][CH2:12]1.